From a dataset of the Open Reaction Database (ORD), a public repository of structured organic reaction records. describe an organic reaction: reactants, conditions, products, and yield Reactants: C(C)(C)(C)C1=C(C=CC(=C1)[N+](=O)[O-])NC(C)=O (N-(2-tert-butyl-4-nitrophenyl)acetamide), C(=O)(O)[O-].[Na+] (NaHCO3). The solvent is Br (HBr), CCOC(=O)C (EtOAc). Reaction conditions: temperature 110 celsius. Yields the product C(C)(C)(C)C1=C(N)C=CC(=C1)[N+](=O)[O-] (2-tert-butyl-4-nitroaniline). Isolated yield 102.4%. As a reaction SMILES: [C:1]([C:5]1[CH:10]=[C:9]([N+:11]([O-:13])=[O:12])[CH:8]=[CH:7][C:6]=1[NH:14]C(=O)C)([CH3:4])([CH3:3])[CH3:2].C([O-])(O)=O.[Na+]>Br.CCOC(C)=O>[C:1]([C:5]1[CH:10]=[C:9]([N+:11]([O-:13])=[O:12])[CH:8]=[CH:7][C:6]=1[NH2:14])([CH3:4])([CH3:2])[CH3:3] |f:1.2|. Procedure: N-(2-tert-butyl-4-nitrophenyl)acetamide (840 mg, 3.57 mmol) was dissolved in concentrated HBr (48%, 20 mL). The resulting solution was heated at 110° C. for 3 h. The reaction mixture was cooled to rt, diluted with EtOAc, and poured into sat. NaHCO3 solution. The organic phase was extracted with sat. NaHCO3 solution and brine, dried over Na2SO4, filtered and concentrated to give the desired product as a yellow-green oil (710 mg, >100%). 1H NMR (400 MHz, CD3OD) δ: 7.52 (d, 1H), 7.40 (dd, 1H), 7.33... Starting materials: CSc1ccc(O)cc1C, CC#N, O=[N+]([O-])c1ccnc(Cl)c1, [K+], [K+], O=C([O-])[O-], O. The product is CSc1ccc(Oc2ccnc(Cl)c2)cc1C. As a reaction SMILES: [CH3:1][c:2]1[cH:3][c:4]([OH:10])[cH:5][cH:6][c:7]1[S:8][CH3:9].[CH3:28][C:29]#[N:30].[Cl:11][c:12]1[n:13][cH:14][cH:15][c:16]([N+:18]([O-:19])=[O:20])[cH:17]1.[K+:21].[K+:22].[O-:23][C:24]([O-:25])=[O:26].[OH2:27]>>[CH3:1][c:2]1[cH:3][c:4]([O:10][c:16]2[cH:15][cH:14][n:13][c:12]([Cl:11])[cH:17]2)[cH:5][cH:6][c:7]1[S:8][CH3:9]. Reactants: C=CCN=C=S, CC#N, CN(C)CCN1C(=O)c2cccc3cc4cccc(N)c4c(c23)C1=O. Yields the product C=CCNC(=S)Nc1cccc2cc3cccc4c3c(c12)C(=O)N(CCN(C)C)C4=O. As a reaction SMILES: [CH2:26]([CH:27]=[CH2:28])[N:29]=[C:30]=[S:31].[CH3:32][C:33]#[N:34].[NH2:1][c:2]1[cH:3][cH:4][cH:5][c:6]2[cH:7][c:8]3[c:9]4[c:10]([cH:23][cH:24][cH:25]3)[C:11](=[O:22])[N:12]([CH2:17][CH2:18][N:19]([CH3:20])[CH3:21])[C:13](=[O:16])[c:14]4[c:15]12>>[NH:1]([c:2]1[cH:3][cH:4][cH:5][c:6]2[cH:7][c:8]3[c:9]4[c:10]([cH:23][cH:24][cH:25]3)[C:11](=[O:22])[N:12]([CH2:17][CH2:18][N:19]([CH3:20])[CH3:21])[C:13](=[O:16])[c:14]4[c:15]12)[C:30]([NH:29][CH2:26][CH:27]=[CH2:28])=[S:31]. Reactants: Cc1nc2cnc(-n3cnc4ccc(C#N)cc43)nc2n1C1CCC(O[Si](c2ccccc2)(c2ccccc2)C(C)(C)C)c2ccccc21, [Cs+], [F-], CN(C)C=O. The product is Cc1nc2cnc(-n3cnc4ccc(C#N)cc43)nc2n1C1CCC(O)c2ccccc21. Reaction SMILES: [C:1]([Si:2]([c:3]1[cH:4][cH:5][cH:38][cH:39][cH:40]1)([O:6][CH:7]1[CH2:8][CH2:9][CH:10]([n:17]2[c:18]3[n:19][c:20](-[n:27]4[cH:28][n:29][c:30]5[c:31]4[cH:32][c:33]([C:36]#[N:37])[cH:34][cH:35]5)[n:21][cH:22][c:23]3[n:24][c:25]2[CH3:26])[c:11]2[cH:12][cH:13][cH:14][cH:15][c:16]21)[c:41]1[cH:42][cH:43][cH:44][cH:45][cH:46]1)([CH3:47])([CH3:48])[CH3:49].[Cs+:51].[F-:50].[O:52]=[CH:53][N:54]([CH3:55])[CH3:56]>>[OH:6][CH:7]1[CH2:8][CH2:9][CH:10]([n:17]2[c:18]3[n:19][c:20](-[n:27]4[cH:28][n:29][c:30]5[c:31]4[cH:32][c:33]([C:36]#[N:37])[cH:34][cH:35]5)[n:21][cH:22][c:23]3[n:24][c:25]2[CH3:26])[c:11]2[cH:12][cH:13][cH:14][cH:15][c:16]21. Reactants: S(=O)(=O)(O)O.[N+](=O)([O-])C1=CC=C(CNC(=N)N)C=C1 (4-Nitrobenzylguanidine sulfate). The reagents and catalysts are [Ni] (Raney-Nickel). Solvent: O (water). Run at time 90 minute. Yields the product S(=O)(=O)(O)O.NC1=CC=C(CNC(=N)N)C=C1 (4-Aminobenzylguanidine Sulfate). Yield: 78.2%. RXN SMILES: [S:1]([OH:5])([OH:4])(=[O:3])=[O:2].[N+:6]([C:9]1[CH:19]=[CH:18][C:12]([CH2:13][NH:14][C:15]([NH2:17])=[NH:16])=[CH:11][CH:10]=1)([O-])=O>O.[Ni]>[S:1]([OH:5])([OH:4])(=[O:3])=[O:2].[NH2:6][C:9]1[CH:19]=[CH:18][C:12]([CH2:13][NH:14][C:15]([NH2:17])=[NH:16])=[CH:11][CH:10]=1 |f:0.1,4.5|. Reported procedure: 4-Nitrobenzylguanidine sulfate (0.243 g, 1.0 mmol) was dissolved in water (50 ml) by gentle warming and then cooled to ambient temperature. Activated Raney-Nickel catalyst (Wet form, Aldrich Chemical Co.) (500 mg) was added and the mixture was hydrogenated at 50 p.s.i. for 90 min. The catalyst was filtered and washed with water. To the clear, colorless filtrate was added 2N H2SO4 to pH 1.5. The solution was concentrated to approximately 25 ml; 95% ethanol (150 ml) was added and the solution stor...